This data is from the Open Reaction Database (ORD), a public repository of structured organic reaction records. The task is: describe an organic reaction: reactants, conditions, products, and yield The reactants are C(C)OC(CN1C=CC2=CC=C(C=C12)OCC=1N(N=C(C1)C1=CC=C(C=C1)C(F)(F)F)C)=O ({6-[2-methyl-5-(4-trifluoromethyl-phenyl)-2H-pyrazol-3-ylmethoxy]-indol-1-yl}-acetic acid ethyl ester), [Li+].[OH-] (LiOH). The product is CN1N=C(C=C1COC1=CC=C2C=CN(C2=C1)CC(=O)O)C1=CC=C(C=C1)C(F)(F)F ({6-[2-methyl-5-(4-trifluoromethyl-phenyl)-2H-pyrazol-3-ylmethoxy]-indol-1-yl}-acetic acid). As a reaction SMILES: C([O:3][C:4](=[O:33])[CH2:5][N:6]1[C:14]2[C:9](=[CH:10][CH:11]=[C:12]([O:15][CH2:16][C:17]3[N:18]([CH3:32])[N:19]=[C:20]([C:22]4[CH:27]=[CH:26][C:25]([C:28]([F:31])([F:30])[F:29])=[CH:24][CH:23]=4)[CH:21]=3)[CH:13]=2)[CH:8]=[CH:7]1)C.[Li+].[OH-]>>[CH3:32][N:18]1[C:17]([CH2:16][O:15][C:12]2[CH:13]=[C:14]3[C:9]([CH:8]=[CH:7][N:6]3[CH2:5][C:4]([OH:33])=[O:3])=[CH:10][CH:11]=2)=[CH:21][C:20]([C:22]2[CH:27]=[CH:26][C:25]([C:28]([F:31])([F:29])[F:30])=[CH:24][CH:23]=2)=[N:19]1 |f:1.2|. Reported procedure: In analogy to the procedure described for example 1 f], {6-[2-methyl-5-(4-trifluoromethyl-phenyl)-2H-pyrazol-3-ylmethoxy]-indol-1-yl}-acetic acid ethyl ester was treated with LiOH to obtain {6-[2-methyl-5-(4-trifluoromethyl-phenyl)-2H-pyrazol-3-ylmethoxy]-indol-1-yl}-acetic acid as brown crystals. The reactants are BrC1=C(N=C(S1)NC=1C(=NC=CC1)OC1=C(C=CC=C1)C(C)(C)C)C(F)(F)F (N-(5-bromo-4-(trifluoromethyl)thiazol-2-yl)-2-(2-tert-butylphenoxy)pyridin-3-amine), O(C(=O)OC(C)(C)C)C(=O)OC(C)(C)C (BOC2O), CCN(C(C)C)C(C)C (DIPEA). Reagents/catalysts: CN(C)C=1C=CN=CC1 (DMAP). The solvent is C1CCOC1 (THF). Run at time 5 hour. Yields the product BrC1=C(N=C(S1)N(C(OC(C)(C)C)=O)C=1C(=NC=CC1)OC1=C(C=CC=C1)C(C)(C)C)C(F)(F)F (tert-Butyl 5-bromo-4-(trifluoromethyl)thiazol-2-yl(2-(2-tert-butylphenoxy)pyridin-3-yl)carbamate). RXN SMILES: [Br:1][C:2]1[S:6][C:5]([NH:7][C:8]2[C:9]([O:14][C:15]3[CH:20]=[CH:19][CH:18]=[CH:17][C:16]=3[C:21]([CH3:24])([CH3:23])[CH3:22])=[N:10][CH:11]=[CH:12][CH:13]=2)=[N:4][C:3]=1[C:25]([F:28])([F:27])[F:26].[O:29](C(OC(C)(C)C)=O)[C:30]([O:32][C:33]([CH3:36])([CH3:35])[CH3:34])=O.CCN(C(C)C)C(C)C>CN(C1C=CN=CC=1)C.C1COCC1>[Br:1][C:2]1[S:6][C:5]([N:7]([C:8]2[C:9]([O:14][C:15]3[CH:20]=[CH:19][CH:18]=[CH:17][C:16]=3[C:21]([CH3:24])([CH3:22])[CH3:23])=[N:10][CH:11]=[CH:12][CH:13]=2)[C:30](=[O:29])[O:32][C:33]([CH3:36])([CH3:35])[CH3:34])=[N:4][C:3]=1[C:25]([F:27])([F:26])[F:28]. Reported procedure: A mixture of N-(5-bromo-4-(trifluoromethyl)thiazol-2-yl)-2-(2-tert-butylphenoxy)pyridin-3-amine (Example 323a, 135 mg, 0.29 mmol), BOC2O (75 mg, 0.34 mmol), DMAP (5 mg) and DIPEA (59 μl, 0.34 mmol) in THF (5 mL) was stirred at rt for 5 h. The solvent was removed and the residue was purified by flash chromatography (silica, 0-50% EtOAc/hexane gradient) provided Example A125a (149 mg) as a white foam. (M+H)+═574.2. Reactants: ClC=1C=C(C=CC1Cl)S(=O)(=O)NC=1C=C(C(=O)NC2=CC=C(C(=O)O)C=C2)C=CC1 (4-[3-(3,4-Dichloro-benzenesulfonylamino)-benzoylamino]-benzoic acid), ClC=1C=C(C=CC1Cl)S(=O)(=O)Cl (3,4-dichloro-benzenesulfonyl chloride). Yields the product C(C)OC(C1=CC=C(C=C1)NC(C1=CC(=CC=C1)NS(=O)(=O)C1=CC(=C(C=C1)Cl)Cl)=O)=O (4-[3-(3,4-dichloro-benzenesulfonylamino)-benzoylamino]-benzoic acid ethyl ester). RXN SMILES: [Cl:1][C:2]1[CH:3]=[C:4]([S:9]([NH:12][C:13]2[CH:14]=[C:15]([CH:28]=[CH:29][CH:30]=2)[C:16]([NH:18][C:19]2[CH:27]=[CH:26][C:22]([C:23]([OH:25])=[O:24])=[CH:21][CH:20]=2)=[O:17])(=[O:11])=[O:10])[CH:5]=[CH:6][C:7]=1[Cl:8].Cl[C:32]1C=C(S(Cl)(=O)=O)C=C[C:37]=1Cl>>[CH2:32]([O:24][C:23](=[O:25])[C:22]1[CH:26]=[CH:27][C:19]([NH:18][C:16](=[O:17])[C:15]2[CH:28]=[CH:29][CH:30]=[C:13]([NH:12][S:9]([C:4]3[CH:5]=[CH:6][C:7]([Cl:8])=[C:2]([Cl:1])[CH:3]=3)(=[O:10])=[O:11])[CH:14]=2)=[CH:20][CH:21]=1)[CH3:37]. Reported procedure: 4-[3-(3,4-Dichloro-benzenesulfonylamino)-benzoylamino]-benzoic acid, MS (ISP): m/e=462.9 (M−H), was prepared in analogy to example 1, steps A to D. Step C was performed using 3,4-dichloro-benzenesulfonyl chloride and yielded 4-[3-(3,4-dichloro-benzenesulfonylamino)-benzoylamino]-benzoic acid ethyl ester, which was hydrolyzed in step D. The solvent is CN(C)C=O (DMF). Yields the product BrC=1C=CC(=C(C#N)C1)OCC(C)C (5-bromo-2-isobutoxybenzonitrile). Reaction SMILES: [Br:1][C:2]1[CH:3]=[CH:4][C:5]([OH:10])=[C:6]([CH:9]=1)[C:7]#[N:8].[CH2:11](Br)[CH:12]([CH3:14])[CH3:13].C(=O)([O-])[O-].[K+].[K+]>CN(C=O)C.[Br-].C([N+](CCCC)(CCCC)CCCC)CCC>[Br:1][C:2]1[CH:3]=[CH:4][C:5]([O:10][CH2:11][CH:12]([CH3:14])[CH3:13])=[C:6]([CH:9]=1)[C:7]#[N:8] |f:2.3.4,6.7|. Reagents/catalysts: [Br-].C(CCC)[N+](CCCC)(CCCC)CCCC (tetra-n-butylammonium bromide). Procedure: 5-Bromo-2-hydroxybenzonitrile, isobutyl bromide, and potassium carbonate were heated at 80° C. in DMF in the presence of tetra-n-butylammonium bromide to obtain 5-bromo-2-isobutoxybenzonitrile. F: 254, 256. Reactants: BrC=1C=CC(=C(C#N)C1)O (5-Bromo-2-hydroxybenzonitrile), C(C(C)C)Br (isobutyl bromide), C([O-])([O-])=O.[K+].[K+] (potassium carbonate). Starting materials: C(OCC1=CC=CC=C1)(=O)Cl (benzyl chlorocarbonate), OCCN(C(OC(C)(C)C)=O)C (tert-butyl 2-hydroxyethyl(methyl)carbamate), N1=CC=CC=C1 (pyridine), C(OCC1=CC=CC=C1)(=O)Cl (benzyl chlorocarbonate), N1=CC=CC=C1 (pyridine), C(OCC1=CC=CC=C1)(=O)Cl (benzyl chlorocarbonate), N1=CC=CC=C1 (pyridine). Reagents/catalysts: CN(C1=CC=NC=C1)C (4-dimethylaminopyridine). Run in C(C)(=O)OCC (ethyl acetate), C(C)(=O)OCC (ethyl acetate), C(C)(=O)OCC (ethyl acetate). Reaction conditions: time 2 hour. The product is Cl.C(OCC1=CC=CC=C1)(OCCNC)=O (Benzyl 2-(methylamino)ethyl Carbonate Hydrochloride). Reaction SMILES: [OH:1][CH2:2][CH2:3][N:4](C)[C:5](=O)OC(C)(C)C.N1C=CC=CC=1.[C:19]([Cl:29])(=[O:28])[O:20][CH2:21][C:22]1[CH:27]=[CH:26][CH:25]=[CH:24][CH:23]=1>CN(C)C1C=CN=CC=1.C(OCC)(=O)C>[ClH:29].[C:19](=[O:28])([O:1][CH2:2][CH2:3][NH:4][CH3:5])[O:20][CH2:21][C:22]1[CH:27]=[CH:26][CH:25]=[CH:24][CH:23]=1 |f:5.6|. Reported procedure: To a mixture of tert-butyl 2-hydroxyethyl(methyl)carbamate (1.75 g) obtained in Reference Example 1 and ethyl acetate (20 mL) were added pyridine (0.97 mL) and 4-dimethylaminopyridine (catalytic amount), and benzyl chlorocarbonate (1.57 mL) was dropwise added. After stirring at room temperature for 2 hrs., pyridine (0.65 mL) and benzyl chlorocarbonate (1.28 mL) were added. After stirring at room temperature for 5 days, pyridine (0.81 mL) was added under ice-cooling and a solution (5 mL) of benzy... Starting materials: COC(CNC(=O)C=1C=NC=CC1)=O ([(pyridine-3-carbonyl)-amino]-acetic acid methyl ester), CN (methylamine), [K+].[Br-] (KBr). The solvent is C(C)O (ethanol). Reaction conditions: temperature 55 celsius. The product is CNC(=O)CNC(C1=CN=CC=C1)=O (N-methylcarbamoylmethyl-nicotinamide). Reaction SMILES: CO[C:3](=[O:14])[CH2:4][NH:5][C:6]([C:8]1[CH:9]=[N:10][CH:11]=[CH:12][CH:13]=1)=[O:7].[CH3:15][NH2:16].[K+].[Br-]>C(O)C>[CH3:15][NH:16][C:3]([CH2:4][NH:5][C:6](=[O:7])[C:8]1[CH:13]=[CH:12][CH:11]=[N:10][CH:9]=1)=[O:14] |f:2.3|. Reported procedure: A suspension of [(pyridine-3-carbonyl)-amino]-acetic acid methyl ester (1.5 g, 7.7 mmol) and methylamine (33 wt % in absolute ethanol, 3.86 mL, 38.6 mmol) in ethanol (8 mL) was heated at 55° C. in a Parr reactor for 6 h. The mixture was cooled and then concentrated under reduced pressure to yield the product as a iridescent beige plates (1.41 g, 94%): 1H NMR (300 MHz, DMSO-d6) δ 9.05 (d, J=2.2 Hz, 1H), 9.00 (t, J=5.8 Hz, 1H), 8.77 (d, J=4.0 Hz, 1H), 8.23 (br d, J=8.1 Hz, 1H), 7.90 (q, J=4.1 Hz, ... The reactants are C(C)(=O)C1=CNCCC1 (3-acetyl-1,4,5,6-tetrahydropyridine), C(C1=CC=CC=C1)(=O)Cl (benzoyl chloride), CC(C)N1C=C(CCC1)C(=O)C (Methyl 1-(1-methylethyl)-1,4,5,6-tetrahydro-3-pyridyl ketone). Product: C(C1=CC=CC=C1)(=O)N1C=C(CCC1)C(=O)C (Methyl 1-benzoyl-1,4,5,6-tetrahydro-3-pyridyl ketone). As a reaction SMILES: [C:1]([C:4]1[CH2:9][CH2:8][CH2:7][NH:6][CH:5]=1)(=[O:3])[CH3:2].[C:10](Cl)(=[O:17])[C:11]1[CH:16]=[CH:15][CH:14]=[CH:13][CH:12]=1.CC(N1CCCC(C(C)=O)=C1)C>>[C:10]([N:6]1[CH2:7][CH2:8][CH2:9][C:4]([C:1]([CH3:2])=[O:3])=[CH:5]1)(=[O:17])[C:11]1[CH:16]=[CH:15][CH:14]=[CH:13][CH:12]=1. Procedure: Methyl 1-benzoyl-1,4,5,6-tetrahydro-3-pyridyl ketone was prepared from 3-acetyl-1,4,5,6-tetrahydropyridine and benzoyl chloride according to the procedure of Part (b) of Example 1. The product was recrystallised from ethanol/water m.pt. 93-95°C. Run in CO (methanol), CN(C)C=O (DMF). Reaction SMILES: [NH2:1][C:2]1[CH:18]=[CH:17][CH:16]=[C:15]([CH3:19])[C:3]=1[C:4]([NH:6][CH:7]1[CH2:12][CH2:11][C:10](=[O:13])[NH:9][C:8]1=[O:14])=[O:5].[C:20](OCC)(OCC)(OCC)[CH2:21][CH3:22].O>CN(C=O)C.CO>[CH2:21]([C:22]1[N:6]([CH:7]2[CH2:12][CH2:11][C:10](=[O:13])[NH:9][C:8]2=[O:14])[C:4](=[O:5])[C:3]2[C:2](=[CH:18][CH:17]=[CH:16][C:15]=2[CH3:19])[N:1]=1)[CH3:20]. Procedure details: A solution of 2-amino-N-(2,6-dioxo-piperidin-3-yl)-6-methyl-benzamide (0.5 g, 1.9 mmol) and triethyl orthopropionate (0.42 mL, 2.1 mmol) in DMF (5 mL) was heated at 150° C. in a microwave oven for 1.5 hours. To the mixture, was added water (30 mL). The mixture was cooled in an ice-water bath. The suspension was filtered to give a solid, which was stirred in methanol (15 mL) overnight. The suspension was filtered and washed with methanol (10 mL) and ethyl acetate (10 mL) to give 3-(2-ethyl-5-meth... The product is C(C)C1=NC2=CC=CC(=C2C(N1C1C(NC(CC1)=O)=O)=O)C (3-(2-ethyl-5-methyl-4-oxo-4H-quinazolin-3-yl)-piperidine-2,6-dione). Yield: 22.9%. The reactants are NC1=C(C(=O)NC2C(NC(CC2)=O)=O)C(=CC=C1)C (2-amino-N-(2,6-dioxo-piperidin-3-yl)-6-methyl-benzamide), C(CC)(OCC)(OCC)OCC (triethyl orthopropionate), O (water). The reactants are C(C)(=O)OCC.O (ethyl acetate water), NC1=C2N=C(C(=NC2=CC(=C1Cl)Cl)OC)OC (5-amino-6,7-dichloro-2,3-dimethoxyquinoxaline), C1(=CC=CC=C1)S(=O)(=O)Cl (benzenesulphonyl chloride), N1=CC=CC=C1 (pyridine). Solvent: ClCCl (dichloromethane). Product: ClC=1C(=C2N=C(C(=NC2=CC1Cl)OC)OC)NS(=O)(=O)C1=CC=CC=C1 (N-(6,7-Dichloro-2,3-dimethoxyquinoxalin-5-yl)-benzenesulphonamide). Isolated yield 30.2%. As a reaction SMILES: [NH2:1][C:2]1[C:11]([Cl:12])=[C:10]([Cl:13])[CH:9]=[C:8]2[C:3]=1[N:4]=[C:5]([O:16][CH3:17])[C:6]([O:14][CH3:15])=[N:7]2.[C:18]1([S:24](Cl)(=[O:26])=[O:25])[CH:23]=[CH:22][CH:21]=[CH:20][CH:19]=1.N1C=CC=CC=1.C(OCC)(=O)C.O>ClCCl>[Cl:12][C:11]1[C:2]([NH:1][S:24]([C:18]2[CH:23]=[CH:22][CH:21]=[CH:20][CH:19]=2)(=[O:26])=[O:25])=[C:3]2[C:8](=[CH:9][C:10]=1[Cl:13])[N:7]=[C:6]([O:14][CH3:15])[C:5]([O:16][CH3:17])=[N:4]2 |f:3.4|. Reported procedure: A mixture of 5-amino-6,7-dichloro-2,3-dimethoxyquinoxaline (Preparation 1) (548 mg, 2.0 mmol), benzenesulphonyl chloride (1.28 ml, 10 mmol) and pyridine (0.8 ml, 10 mmol) in dry dichloromethane (30 ml) was stirred at reflux for 100 hours. The mixture was poured into ethyl acetate/water and a white solid was filtered off, washed with water, ethyl acetate, then ether, and dried at 80° C. in vacuo to give the title compound (250 mg, 30%), m.p. 292°-293° C. Reactants: C(CCC)OC1=CC(=CC=C1)OCCCC (1,3-dibutoxybenzene), BrN1C(CCC1=O)=O (N-bromosuccinimide). Reported procedure: 80 g of 1,3-dibutoxybenzene (0.36 mol) are dissolved at room temperature in 100 ml of carbon tetrachloride. 64.25 g of N-bromosuccinimide (0.36 mol) are introduced in portions over 30 minutes such that the temperature can be maintained between 20° C. and 30° C. When the addition is complete, the mixture is stirred at room temperature for 1 hour. The reaction mixture is filtered over kieselguhr and the solvent is removed completely by concentration. The crude product (110 g) is fractionated on a ... Product: BrC1=C(C=C(C=C1)OCCCC)OCCCC (1-bromo-2,4-dibutoxybenzene). Run at time 1 hour. Yield: 59.9%. Run in C(Cl)(Cl)(Cl)Cl (carbon tetrachloride). Reaction SMILES: [CH2:1]([O:5][C:6]1[CH:11]=[CH:10][CH:9]=[C:8]([O:12][CH2:13][CH2:14][CH2:15][CH3:16])[CH:7]=1)[CH2:2][CH2:3][CH3:4].[Br:17]N1C(=O)CCC1=O>C(Cl)(Cl)(Cl)Cl>[Br:17][C:11]1[CH:10]=[CH:9][C:8]([O:12][CH2:13][CH2:14][CH2:15][CH3:16])=[CH:7][C:6]=1[O:5][CH2:1][CH2:2][CH2:3][CH3:4].